From a dataset of the Open Reaction Database (ORD), a public repository of structured organic reaction records. describe an organic reaction: reactants, conditions, products, and yield Solvent: OS(=O)(=O)O (H2SO4). Run at time 14 hour. Product: ClC1=C(C(=C2NC(C(NC2=C1F)=O)=O)[N+](=O)[O-])F (7-Chloro-6,8-difluoro-5-nitro-1,4-dihydroquinoxaline-2,3-dione). The reactants are ClC=1C(=C2NC(C(NC2=CC1F)=O)=O)F (6-chloro-5,7-difluoro-1,4-dihydroquinoxaline-2,3-dione), ice water, [N+](=O)([O-])[O-].[K+] (KNO3), [N+](=O)([O-])[O-].[K+] (KNO3). The yield is 57.4%. RXN SMILES: [Cl:1][C:2]1[C:3]([F:15])=[C:4]2[C:9](=[CH:10][C:11]=1[F:12])[NH:8][C:7](=[O:13])[C:6](=[O:14])[NH:5]2.[N+:16]([O-])([O-:18])=[O:17].[K+]>OS(O)(=O)=O>[Cl:1][C:2]1[C:3]([F:15])=[C:4]2[C:9]([NH:8][C:7](=[O:13])[C:6](=[O:14])[NH:5]2)=[C:10]([N+:16]([O-:18])=[O:17])[C:11]=1[F:12] |f:1.2|. Procedure: To a solution of 120 mg (5.16 mmol) of 6-chloro-5,7-difluoro-1,4-dihydroquinoxaline-2,3-dione in 1 mL of H2SO4 (97%) kept in ice bath was added portionwise 60 mg (0.59 mmol) of KNO3. The solution was stirred at room temperature for 14 h and 60 mg of KNO3 was added and it was stirred at room temperature for 24 h. It was diluted by ice-water (4 mL) and the mixture was filtered and washed by water, and dried to leave a yellow solid (94 mg, 65%). The solid was purified by NaOH/HCl precipitate to lea... Starting materials: C(O)([O-])=O.[Na+] (sodium hydrogen carbonate), C(C1=CC=CC=C1)N1C(C=C(C2=CC=CC=C12)C(C(=O)O)C)=O (α-(1-benzyl-1,2-dihydro-2-oxoquinol-4-yl)propionic acid). Run in O (water). Reaction conditions: time 8 hour. Yields the product C(C1=CC=CC=C1)N1C(C=C(C2=CC=CC=C12)C(C(=O)[O-])C)=O.[Na+] (sodium α-(1-benzyl-1,2-dihydro-2-oxoquinol-4-yl)propionate). As a reaction SMILES: C(=O)([O-])O.[Na+:5].[CH2:6]([N:13]1[C:22]2[C:17](=[CH:18][CH:19]=[CH:20][CH:21]=2)[C:16]([CH:23]([CH3:27])[C:24]([OH:26])=[O:25])=[CH:15][C:14]1=[O:28])[C:7]1[CH:12]=[CH:11][CH:10]=[CH:9][CH:8]=1>O>[CH2:6]([N:13]1[C:22]2[C:17](=[CH:18][CH:19]=[CH:20][CH:21]=2)[C:16]([CH:23]([CH3:27])[C:24]([O-:26])=[O:25])=[CH:15][C:14]1=[O:28])[C:7]1[CH:8]=[CH:9][CH:10]=[CH:11][CH:12]=1.[Na+:5] |f:0.1,4.5|. Reported procedure: An aqueous solution (1.63 ml.) of 1M-sodium hydrogen carbonate was added to a stirred suspension of powdered α-(1-benzyl-1,2-dihydro-2-oxoquinol-4-yl)propionic acid (0.50 g.) in distilled water (3.37 ml.), and the mixture was stirred overnight, at ambient temperature. The solid which had formed was separated and dried in vacuo over phosphorus pentoxide to give sodium α-(1-benzyl-1,2-dihydro-2-oxoquinol-4-yl)propionate (0.52 g.) as its monohydrate (m.p., indefinite; C19H16NO3.H2O requires: C, 65.... Starting materials: C(C)(=O)C1=CC=NC=C1 (4-acetylpyridine), C=1(C(=CC=CC1)C(=O)NN)C (o-toluic acid hydrazide). Solvent: C(C)O (ethanol). Product: N1=CC=C(C=C1)C(C)=NNC(C1=C(C=CC=C1)C)=O (2-methylbenzoic acid [1-(4-pyridinyl)ethylidene]hydrazide). Yield: 62.9%. RXN SMILES: [C:1]([C:4]1[CH:9]=[CH:8][N:7]=[CH:6][CH:5]=1)(=O)[CH3:2].[C:10]1([CH3:20])[C:11]([C:16]([NH:18][NH2:19])=[O:17])=[CH:12][CH:13]=[CH:14][CH:15]=1>C(O)C>[N:7]1[CH:8]=[CH:9][C:4]([C:1](=[N:19][NH:18][C:16](=[O:17])[C:11]2[CH:12]=[CH:13][CH:14]=[CH:15][C:10]=2[CH3:20])[CH3:2])=[CH:5][CH:6]=1. Reported procedure: A mixture of 3.63 gm (0.03 mole) of 4-acetylpyridine, 4.51 gm (0.03 mole) of o-toluic acid hydrazide and 100 ml of 95% ethanol is refluxed 8 hr. The hot solution is filtered. The filtrate is diluted with water to the cloud point and cooled to room temperature. The mixture is chilled in the refrigerator and the product collected, washed with water, and dried to yield 4.78 gm (63%) of the title compound having a melting point of 187.4° C. Reactants: C(CC)(=O)NC1=CC=C(C=CC(=O)OCC)C=C1 (ethyl 4-propionamidocinnamate), [OH-].[Na+] (sodium hydroxide), Cl (hydrochloric acid). Solvent: C(C)O (ethanol). Conditions: time 14 hour. The product is C(CC)(=O)NC1=CC=C(C=CC(=O)O)C=C1 (4-propionamidocinnamic acid). The yield is 81.1%. RXN SMILES: [C:1]([NH:5][C:6]1[CH:18]=[CH:17][C:9]([CH:10]=[CH:11][C:12]([O:14]CC)=[O:13])=[CH:8][CH:7]=1)(=[O:4])[CH2:2][CH3:3].[OH-].[Na+].Cl>C(O)C>[C:1]([NH:5][C:6]1[CH:18]=[CH:17][C:9]([CH:10]=[CH:11][C:12]([OH:14])=[O:13])=[CH:8][CH:7]=1)(=[O:4])[CH2:2][CH3:3] |f:1.2|. Procedure details: To a solution of ethyl 4-propionamidocinnamate (160 mg) in ethanol (5 ml) was added 1N aqueous sodium hydroxide solution (1.5 ml) at ambient temperature. The mixture was stirred at same temperature for 14 hours, and then at 40° C. for 2 hours. 1N-hydrochloric acid (1.5 ml) was added to the reaction mixture and evaporated in vacuo. The residue was diluted with 10% methanol-dichloromethane, washed with water, dried over magnesium sulfate and evaporated in vacuo. The residue was crystallized from d... Reactants: [Li].FC(OC=1C=C(C=NC1)C(=CC(C(=O)OCC)=O)[O-])(F)F (Lithium 1-(5-trifluoromethoxypyridin-3-yl)-4-ethoxy-3,4-dioxobut-1-en-1-olate), ClC=1C=C(C=C(C1)F)C1=CC(=NN1C1=NC=CC=C1)C(=O)O (5-(3-Chloro-5-fluorophenyl)-1-(pyridin-2-yl)-1H-pyrazole-3-carboxylic acid), Cl.ClC=1C=C(C=CC1)NN (3-chlorophenylhydrazine hydrochloride). Yields the product ClC=1C=C(C=CC1)N1N=C(C=C1C=1C=NC=C(C1)OC(F)(F)F)C(=O)O (1-(3-Chlorophenyl)-5-(5-trifluoromethoxypyridin-3-yl)-1H-pyrazole-3-carboxylic acid). RXN SMILES: [Li].[F:2][C:3]([F:22])([F:21])[O:4][C:5]1[CH:6]=[C:7]([C:11]([O-])=[CH:12][C:13](=O)[C:14]([O:16]CC)=[O:15])[CH:8]=[N:9][CH:10]=1.ClC1C=C(C2N(C3C=CC=CN=3)N=C(C(O)=O)C=2)C=C(F)C=1.Cl.[Cl:46][C:47]1[CH:48]=[C:49]([NH:53][NH2:54])[CH:50]=[CH:51][CH:52]=1>>[Cl:46][C:47]1[CH:48]=[C:49]([N:53]2[C:11]([C:7]3[CH:8]=[N:9][CH:10]=[C:5]([O:4][C:3]([F:2])([F:21])[F:22])[CH:6]=3)=[CH:12][C:13]([C:14]([OH:16])=[O:15])=[N:54]2)[CH:50]=[CH:51][CH:52]=1 |f:0.1,3.4,^1:0|. Reported procedure: 1.13 g (3.25 mmol) of the compound of Example 18A is reacted analogously to the synthesis of the compound of Example 20A with 874 mg (4.88 mmol) of 3-chlorophenylhydrazine hydrochloride. After hydrolysis, 609 mg (49% of theory) of the title compound is obtained. The reactants are N(=[N+]=[N-])C[C@H]([C@H](CC1=CC(=CC(=C1)F)F)NC(C1=CC(C(=O)N(CCC)CCC)=CC(=C1)C)=O)O (N1-[(1S,2R)-3-azido-1-(3,5-difluorobenzyl)-2-hydroxypropyl]5-methyl-N3,N3-dipropylisophthalamide), C(C)(=O)OCC (ethyl acetate). The reagents and catalysts are [Pd] (Palladium on carbon). Run in C(C)(=O)O (acetic acid). Run at time 2 hour. The product is C(C)(=O)O.NC[C@H]([C@H](CC1=CC(=CC(=C1)F)F)NC(C1=CC(C(=O)N(CCC)CCC)=CC(=C1)C)=O)O (N1-[(1S,2R)-3-amino-1-(3,5-difluorobenzyl)-2-hydroxypropyl]-5-methyl-N3,N3-dipropylisophthalamide acetic acid salt). Reaction SMILES: [N:1]([CH2:4][C@@H:5]([OH:35])[C@@H:6]([NH:16][C:17](=[O:34])[C:18]1[CH:32]=[C:31]([CH3:33])[CH:30]=[C:20]([C:21]([N:23]([CH2:27][CH2:28][CH3:29])[CH2:24][CH2:25][CH3:26])=[O:22])[CH:19]=1)[CH2:7][C:8]1[CH:13]=[C:12]([F:14])[CH:11]=[C:10]([F:15])[CH:9]=1)=[N+]=[N-].[C:36]([O:39]CC)(=[O:38])[CH3:37]>C(O)(=O)C.[Pd]>[C:36]([OH:39])(=[O:38])[CH3:37].[NH2:1][CH2:4][C@@H:5]([OH:35])[C@@H:6]([NH:16][C:17](=[O:34])[C:18]1[CH:32]=[C:31]([CH3:33])[CH:30]=[C:20]([C:21]([N:23]([CH2:24][CH2:25][CH3:26])[CH2:27][CH2:28][CH3:29])=[O:22])[CH:19]=1)[CH2:7][C:8]1[CH:13]=[C:12]([F:14])[CH:11]=[C:10]([F:15])[CH:9]=1 |f:4.5|. Procedure: N1-[(1S,2R)-3-azido-1-(3,5-difluorobenzyl)-2-hydroxypropyl]5-methyl-N3,N3-dipropylisophthalamide (XV, EXAMPLE 167, 0.3 g, 0.62 mmole) in ethyl acetate (20 ml) and acetic acid (5 ml) is placed in a Parr pressure bottle. Palladium on carbon (10%, 5 g) is added and the mixture shaken under hydrogen at 50 psi for 2 hours. The mixture is filtered through a diatomaceous earth and the filtrate is concentrated to give the title compound; MS (MH+)=462. The reactants are COC(C(CCCCC)(C=1SC=CC1)O)=O (2-Hydroxy-2-thien-2-ylheptanoic acid methyl ester), O[C@H]1CN2CCC1CC2 ((3R)-3-hydroxy-1-azabicyclo[2.2.2]octane). The solvent is C1(=CC=CC=C1)C (toluene), C1(=CC=CC=C1)C (toluene). Product: N12C[C@@H](C(CC1)CC2)OC(C(CCCCC)(C=2SC=CC2)O)=O (2-Hydroxy-2-thien-2-ylheptanoic acid (3R)-1-azabicyclo[2.2.2]oct-3-yl ester). RXN SMILES: [CH3:1][O:2][C:3](=[O:16])[C:4]([OH:15])([C:10]1[S:11][CH:12]=[CH:13][CH:14]=1)[CH2:5][CH2:6][CH2:7][CH2:8][CH3:9].O[C@@H:18]1[CH:23]2C[CH2:25][N:20]([CH2:21][CH2:22]2)[CH2:19]1>C1(C)C=CC=CC=1>[N:20]12[CH2:21][CH2:22][CH:23]([CH2:18][CH2:19]1)[C@@H:1]([O:2][C:3](=[O:16])[C:4]([OH:15])([C:10]1[S:11][CH:12]=[CH:13][CH:14]=1)[CH2:5][CH2:6][CH2:7][CH2:8][CH3:9])[CH2:25]2. Procedure: 2.7 g of 2-Hydroxy-2-thien-2-ylheptanoic acid methyl ester (Intermediate I-9) (0.011 mol) were dissolved in 70 ml of toluene. To this solution were added 1.63 g (0.0128 mol) of (3R)-3-hydroxy-1-azabicyclo[2.2.2]octane and 0.18 g (0.0045 mol) of HNa (60% dispersion in mineral oil). The mixture was refluxed with continuous removal of distillate with replacement with fresh toluene when necessary for 1 hour. The cooled mixture was extracted with 1N HCl acid, the aqueous layer washed with ether, basi...